Dataset: the Open Reaction Database (ORD), a public repository of structured organic reaction records. Task: describe an organic reaction: reactants, conditions, products, and yield The reactants are CC(C)(C)c1cccc(NC(=O)c2ccc3ccc(Oc4ccnc(NC(=O)CCl)c4)cc3c2)c1, O=C([O-])[O-], CN1CCNCC1, [K+], [K+], CN(C)C=O. Yields the product CN1CCN(CC(=O)Nc2cc(Oc3ccc4ccc(C(=O)Nc5cccc(C(C)(C)C)c5)cc4c3)ccn2)CC1. RXN SMILES: [C:1]([CH3:2])([CH3:3])([CH3:4])[c:5]1[cH:6][c:7]([NH:11][C:12](=[O:13])[c:14]2[cH:15][c:16]3[cH:17][c:18]([O:24][c:25]4[cH:26][c:27]([NH:31][C:32]([CH2:33][Cl:34])=[O:35])[n:28][cH:29][cH:30]4)[cH:19][cH:20][c:21]3[cH:22][cH:23]2)[cH:8][cH:9][cH:10]1.[C:36](=[O:37])([O-:38])[O-:39].[CH3:42][N:43]1[CH2:44][CH2:45][NH:46][CH2:47][CH2:48]1.[K+:40].[K+:41].[O:49]=[CH:50][N:51]([CH3:52])[CH3:53]>>[C:1]([CH3:2])([CH3:3])([CH3:4])[c:5]1[cH:6][c:7]([NH:11][C:12](=[O:13])[c:14]2[cH:15][c:16]3[cH:17][c:18]([O:24][c:25]4[cH:26][c:27]([NH:31][C:32]([CH2:33][N:46]5[CH2:45][CH2:44][N:43]([CH3:42])[CH2:48][CH2:47]5)=[O:35])[n:28][cH:29][cH:30]4)[cH:19][cH:20][c:21]3[cH:22][cH:23]2)[cH:8][cH:9][cH:10]1. Product: C(C1=CC=CC=C1)OC(=O)C1=C(C(=C(S1)NC(=O)C1=CC=CC=C1)C(=O)O)C (2-((phenylcarbonyl)amino)-4-methylthiophene-3, 5-dicarboxylic acid 5-benzyl ester). Procedure: To a solution of the compound prepared in Example 8 (1.33 g, 2.94 mmol) in DCM (20 ml). was added TFA (20 ml) dropwise. After 19 hours, the reaction was concentrated under reduced pressure, and partitioned between CHCl3 and H2O. The aqueous phase basified with sat. NaHCO3, and the layers were separated. The aqueous phase was extracted with CHCl3. The combined organic layers were washed with H2O, dried over MgSO4 and concentrated under reduced pressure to yield 1.10 g (95%) of a tan solid. 1H-NMR... Reactants: C1(=CC=CC=C1)C(=O)NC=1SC(=C(C1C(=O)OC(C)(C)C)C)C(=O)OCC1=CC=CC=C1 (3-(1,1-Dimethylethyl) 5-benzyl 2-(((phenyl)carbonyl)amino)-4-methylthiophene-3,5-dicarboxylate), C(=O)(C(F)(F)F)O (TFA). Yield: 94.6%. Reaction conditions: time 19 hour. Solvent: C(Cl)Cl (DCM). RXN SMILES: [C:1]1([C:7]([NH:9][C:10]2[S:11][C:12]([C:23]([O:25][CH2:26][C:27]3[CH:32]=[CH:31][CH:30]=[CH:29][CH:28]=3)=[O:24])=[C:13]([CH3:22])[C:14]=2[C:15]([O:17]C(C)(C)C)=[O:16])=[O:8])[CH:6]=[CH:5][CH:4]=[CH:3][CH:2]=1.C(O)(C(F)(F)F)=O>C(Cl)Cl>[CH2:26]([O:25][C:23]([C:12]1[S:11][C:10]([NH:9][C:7]([C:1]2[CH:2]=[CH:3][CH:4]=[CH:5][CH:6]=2)=[O:8])=[C:14]([C:15]([OH:17])=[O:16])[C:13]=1[CH3:22])=[O:24])[C:27]1[CH:28]=[CH:29][CH:30]=[CH:31][CH:32]=1. Starting materials: CC1=C(CNC=2C=C3C(NC(=NC3=CC2)N2N=CC(=C2)C(=O)OCC)=O)C(=CC=C1)C (ethyl 1-(6-((2,6-dimethylbenzyl)amino)-4-oxo-3,4-dihydroquinazolin-2-yl)-1H-pyrazole-4-carboxylate), N1CCOCC1 (morpholine). Yields the product CC1=C(CNC=2C=C3C(=NC(=NC3=CC2)N2N=CC(=C2)C(=O)O)N2CCOCC2)C(=CC=C1)C (1-(6-((2,6-Dimethylbenzyl)amino)-4-morpholinoquinazolin-2-yl)-1H-pyrazole-4-carboxylic acid). RXN SMILES: [CH3:1][C:2]1[CH:30]=[CH:29][CH:28]=[C:27]([CH3:31])[C:3]=1[CH2:4][NH:5][C:6]1[CH:7]=[C:8]2[C:13](=[CH:14][CH:15]=1)[N:12]=[C:11]([N:16]1[CH:20]=[C:19]([C:21]([O:23]CC)=[O:22])[CH:18]=[N:17]1)[NH:10][C:9]2=O.[NH:32]1[CH2:37][CH2:36][O:35][CH2:34][CH2:33]1>>[CH3:1][C:2]1[CH:30]=[CH:29][CH:28]=[C:27]([CH3:31])[C:3]=1[CH2:4][NH:5][C:6]1[CH:7]=[C:8]2[C:13](=[CH:14][CH:15]=1)[N:12]=[C:11]([N:16]1[CH:20]=[C:19]([C:21]([OH:23])=[O:22])[CH:18]=[N:17]1)[N:10]=[C:9]2[N:32]1[CH2:37][CH2:36][O:35][CH2:34][CH2:33]1. Reported procedure: The above compound may be made analogous to Example 1 using ethyl 1-(6-((2,6-dimethylbenzyl)amino)-4-oxo-3,4-dihydroquinazolin-2-yl)-1H-pyrazole-4-carboxylate in step D and morpholine in step E. MS (ESI/CI): predicted mass C26H26N5O3, 458.2. Starting materials: [Br-], CC(C)(C)OC(=O)NC(Cc1ccccc1)C(=O)O, C=C[Mg+], O=C(O)CC(O)(CC(=O)O)C(=O)O. Product: C=CC(=O)C(Cc1ccccc1)NC(=O)OC(C)(C)C. Reaction SMILES: [Br-:1].[C:5]([CH3:6])([CH3:7])([CH3:8])[O:9][C:10](=[O:11])[NH:12][CH:13]([CH2:14][c:15]1[cH:16][cH:17][cH:18][cH:19][cH:20]1)[C:21](=[O:22])[OH:23].[CH:2](=[CH2:3])[Mg+:4].[OH:24][C:25]([CH2:26][C:27]([C:28](=[O:29])[OH:30])([CH2:31][C:32](=[O:33])[OH:34])[OH:35])=[O:36]>>[CH:2](=[CH2:3])[C:21]([CH:13]([NH:12][C:10]([O:9][C:5]([CH3:6])([CH3:7])[CH3:8])=[O:11])[CH2:14][c:15]1[cH:16][cH:17][cH:18][cH:19][cH:20]1)=[O:23]. Yields the product [N-]=[N+]=NCC(F)c1cccc(F)c1. The reactants are Fc1cccc(C(F)CBr)c1, CS(C)=O, [N-]=[N+]=[N-], [Na+]. RXN SMILES: [Br:1][CH2:2][CH:3]([F:4])[c:5]1[cH:6][c:7]([F:11])[cH:8][cH:9][cH:10]1.[CH3:16][S:17]([CH3:18])=[O:19].[N-:12]=[N+:13]=[N-:14].[Na+:15]>>[CH2:2]([CH:3]([F:4])[c:5]1[cH:6][c:7]([F:11])[cH:8][cH:9][cH:10]1)[N:12]=[N+:13]=[N-:14]. Reactants: C(CCC)OC1=CC(=C(C(=O)Cl)C=C1)CCCl (4-Butoxy-2-(2-chloroethyl)benzoyl chloride), C(C)(C)(C)OC(NC[C@@H]1CN(CC1)C1=C(C=C(C=C1)N)F)=O ([(R)-1-(4-amino-2-fluorophenyl)pyrrolidin-3-yl]methylcarbamic acid tert-butyl ester). Yields the product C(C)(C)(C)OC(NC[C@@H]1CN(CC1)C1=C(C=C(C=C1)N1C(C2=CC=C(C=C2CC1)OCCCC)=O)F)=O ({(R)-1-[4-(6-Butoxy-1-oxo-3,4-dihydro-1H-isoquinolin-2-yl)-2-fluorophenyl]pyrrolidin-3-yl}methylcarbamic acid tert-butyl ester). RXN SMILES: [CH2:1]([O:5][C:6]1[CH:14]=[CH:13][C:9]([C:10](Cl)=[O:11])=[C:8]([CH2:15][CH2:16]Cl)[CH:7]=1)[CH2:2][CH2:3][CH3:4].[C:18]([O:22][C:23](=[O:39])[NH:24][CH2:25][C@H:26]1[CH2:30][CH2:29][N:28]([C:31]2[CH:36]=[CH:35][C:34]([NH2:37])=[CH:33][C:32]=2[F:38])[CH2:27]1)([CH3:21])([CH3:20])[CH3:19]>>[C:18]([O:22][C:23](=[O:39])[NH:24][CH2:25][C@H:26]1[CH2:30][CH2:29][N:28]([C:31]2[CH:36]=[CH:35][C:34]([N:37]3[CH2:16][CH2:15][C:8]4[C:9](=[CH:13][CH:14]=[C:6]([O:5][CH2:1][CH2:2][CH2:3][CH3:4])[CH:7]=4)[C:10]3=[O:11])=[CH:33][C:32]=2[F:38])[CH2:27]1)([CH3:21])([CH3:19])[CH3:20]. Procedure: 4-Butoxy-2-(2-chloroethyl)benzoyl chloride was reacted by method A with [(R)-1-(4-amino-2-fluorophenyl)pyrrolidin-3-yl]methylcarbamic acid tert-butyl ester. The product with the molecular weight of 511.64 (C29H38FN3O4) was obtained in this way; MS (ESI): 512 (M+H+). Starting materials: Oc1cccc(Br)c1, CC(C)(C)[Si](C)(C)Cl, ClCCl, O, c1c[nH]cn1. Product: CC(C)(C)[Si](C)(C)Oc1cccc(Br)c1. Reaction SMILES: [Br:1][c:2]1[cH:3][c:4]([OH:8])[cH:5][cH:6][cH:7]1.[C:9]([CH3:10])([CH3:11])([CH3:12])[Si:13]([CH3:14])([CH3:15])[Cl:16].[Cl:23][CH2:24][Cl:25].[OH2:22].[nH:17]1[cH:18][cH:19][n:20][cH:21]1>>[Br:1][c:2]1[cH:3][c:4]([O:8][Si:13]([C:9]([CH3:10])([CH3:11])[CH3:12])([CH3:14])[CH3:15])[cH:5][cH:6][cH:7]1.